Dataset: the Open Reaction Database (ORD), a public repository of structured organic reaction records. Task: describe an organic reaction: reactants, conditions, products, and yield The reactants are C(C)(=O)[O-].[Na+] (sodium acetate), P(=O)(Cl)(Cl)Cl (phosphorous oxychloride), CN(C=O)C (dimethylformamide), C(#N)C(C)OC(=O)C=1NC=C(C1CC)CC (2-(2-Cyan-2-ethoxycarbonyl)-3.4-diethyl-pyrrole). The solvent is ClC(C)Cl (dichloroethane), ClC(C)Cl (dichloroethane). Reaction conditions: time 15 minute. Yields the product C(#N)C(C)OC(=O)C=1NC(=C(C1CC)CC)C=O (2-(2-Cyan-2-ethoxycarbonyl)-3,4-diethyl-5-formylpyrrole). Reaction SMILES: P(Cl)(Cl)(Cl)=O.CN(C)[CH:8]=[O:9].[C:11]([CH:13]([O:15][C:16]([C:18]1[NH:19][CH:20]=[C:21]([CH2:25][CH3:26])[C:22]=1[CH2:23][CH3:24])=[O:17])[CH3:14])#[N:12].C([O-])(=O)C.[Na+]>ClC(Cl)C>[C:11]([CH:13]([O:15][C:16]([C:18]1[NH:19][C:20]([CH:8]=[O:9])=[C:21]([CH2:25][CH3:26])[C:22]=1[CH2:23][CH3:24])=[O:17])[CH3:14])#[N:12] |f:3.4|. Reported procedure: 15 ml (160 mmol) phosphorous oxychloride were added dropwise for a period of 20 minutes to 13 ml (160 mmol) dimethylformamide at a temperature of 0° C. The mixture was stirred for another 15 minutes at room temperature and then 100 ml of dichloroethane were added. A solution of 10 g (40 mmol) of compound 11 in 50 ml dichloroethane were added dropwise. After gentle reflux for 15 minutes, the mixture was poured into 500 ml of a 4-molar sodium acetate solution and heated for a further 15 minutes. T... Starting materials: COC=1C=C(C=CC1)B(O)O (3-methoxyphenylboronic acid), N12C[C@@H](C(CC1)CC2)NC(=O)C=2OC1=C(C2)C=CC(=C1)Br (N-[(3R)-1-azabicyclo[2.2.2]oct-3-yl]-6-bromo-1-benzofuran-2-carboxamide), [OH-].[Na+] (sodium hydroxide). The reagents and catalysts are C1=CC=C(C=C1)P([C-]2C=CC=C2)C3=CC=CC=C3.C1=CC=C(C=C1)P([C-]2C=CC=C2)C3=CC=CC=C3.Cl[Pd]Cl.[Fe+2] (1,1′-bis(diphenylphosphino)ferrocenepalladium(II) chloride). Solvent: CN(C)C=O (DMF). Run at temperature 82.5 celsius. The product is N12C[C@@H](C(CC1)CC2)NC(=O)C=2OC1=C(C2)C=CC(=C1)C1=CC(=CC=C1)OC (N-[(3R)-1-Azabicyclo[2.2.2]oct-3-yl]-6-[3-(methoxy)phenyl]-1-benzofuran-2-carboxamide). Reaction SMILES: [CH3:1][O:2][C:3]1[CH:4]=[C:5](B(O)O)[CH:6]=[CH:7][CH:8]=1.[N:12]12[CH2:19][CH2:18][CH:15]([CH2:16][CH2:17]1)[C@@H:14]([NH:20][C:21]([C:23]1[O:24][C:25]3[CH:31]=[C:30](Br)[CH:29]=[CH:28][C:26]=3[CH:27]=1)=[O:22])[CH2:13]2.[OH-].[Na+]>C1C=CC(P(C2C=CC=CC=2)[C-]2C=CC=C2)=CC=1.C1C=CC(P(C2C=CC=CC=2)[C-]2C=CC=C2)=CC=1.Cl[Pd]Cl.[Fe+2].CN(C=O)C>[N:12]12[CH2:19][CH2:18][CH:15]([CH2:16][CH2:17]1)[C@@H:14]([NH:20][C:21]([C:23]1[O:24][C:25]3[CH:31]=[C:30]([C:7]4[CH:6]=[CH:5][CH:4]=[C:3]([O:2][CH3:1])[CH:8]=4)[CH:29]=[CH:28][C:26]=3[CH:27]=1)=[O:22])[CH2:13]2 |f:2.3,4.5.6.7|. Procedure: A mixture of 130 mg (0.86 mmol) of 3-methoxyphenylboronic acid, 200 mg (0.57 mmol) of N-[(3R)-1-azabicyclo[2.2.2]oct-3-yl]-6-bromo-1-benzofuran-2-carboxamide (Example 2A), 1.72 ml (1.72 mmol) of 1N sodium hydroxide solution, 40 mg (0.06 mmol) of 1,1′-bis(diphenylphosphino)ferrocenepalladium(II) chloride and 2 ml of DMF is heated at 80-85° C. for 18 h. The solvent is removed under reduced pressure. The crude product is purified on silica gel 60 (Merck, Darmstadt; eluent: dichloromethane, dichloro... Run at time 16 hour. The reactants are COC=1C(=C(C=CC1OC)CCN)CCC1=CC(=CC=C1)OC (3,4-dimethoxy-2-[2-[3-methoxyphenyl]ethyl]benzeneethanamine), O (Water), O=C(CCCCC(=O)O)NCCC1=CC=CC=C1 (6-oxo-6-(2-phenylethylamino)hexanoic acid), N,N'-carbonyldiimidazole. As a reaction SMILES: [O:1]=[C:2]([NH:10][CH2:11][CH2:12][C:13]1[CH:18]=[CH:17][CH:16]=[CH:15][CH:14]=1)[CH2:3][CH2:4][CH2:5][CH2:6][C:7](O)=[O:8].[CH3:19][O:20][C:21]1[C:22]([CH2:32][CH2:33][C:34]2[CH:39]=[CH:38][CH:37]=[C:36]([O:40][CH3:41])[CH:35]=2)=[C:23]([CH2:29][CH2:30][NH2:31])[CH:24]=[CH:25][C:26]=1[O:27][CH3:28].O>ClCCl>[CH3:19][O:20][C:21]1[C:22]([CH2:32][CH2:33][C:34]2[CH:39]=[CH:38][CH:37]=[C:36]([O:40][CH3:41])[CH:35]=2)=[C:23]([CH2:29][CH2:30][NH:31][C:7](=[O:8])[CH2:6][CH2:5][CH2:4][CH2:3][C:2]([NH:10][CH2:11][CH2:12][C:13]2[CH:18]=[CH:17][CH:16]=[CH:15][CH:14]=2)=[O:1])[CH:24]=[CH:25][C:26]=1[O:27][CH3:28]. Procedure details: A solution of 6-oxo-6-(2-phenylethylamino)hexanoic acid (1.2 g) and N,N'-carbonyldiimidazole (0.77 g) in dry dichloromethane (50 ml) was stirred at 20° for 2 hours and a solution of 3,4-dimethoxy-2-[2-[3-methoxyphenyl]ethyl]benzeneethanamine (1.5 g) in dry dichloromethane (10 ml) was added. The mixture was stirred at 20° for 16 hours. Water (50 ml) was added and the organic phase was separated and washed with 2N hydrochloric acid, aqueous sodium bicarbonate and brine. The organic phase was dried... Isolated yield 80.8%. Run in ClCCl (dichloromethane), ClCCl (dichloromethane). The product is COC=1C(=C(C=CC1OC)CCNC(CCCCC(=O)NCCC1=CC=CC=C1)=O)CCC1=CC(=CC=C1)OC (N-[2-[3,4-Dimethoxy-2-[2-[3-methoxyphenyl]ethyl]phenyl]ethyl]-N'-[2-phenylethyl]hexane-1,6-diamide).